From a dataset of the Open Reaction Database (ORD), a public repository of structured organic reaction records. describe an organic reaction: reactants, conditions, products, and yield RXN SMILES: [F:1][C:2]1[CH:7]=[CH:6][C:5]([CH:8]2[CH2:13][CH2:12][N:11]([CH2:14][CH:15]3[CH:19]([CH:20]([C:22]4[CH:27]=[CH:26][CH:25]=[CH:24][CH:23]=4)[OH:21])[CH2:18][NH:17][CH2:16]3)[CH2:10][CH2:9]2)=[CH:4][CH:3]=1.[CH3:28][N:29]1[C:37]2[C:32](=[CH:33][CH:34]=[CH:35][C:36]=2[C:38](O)=[O:39])[CH:31]=[CH:30]1>>[CH3:28][N:29]1[C:37]2[C:32](=[CH:33][CH:34]=[CH:35][C:36]=2[C:38]([N:17]2[CH2:18][CH:19]([CH:20]([C:22]3[CH:23]=[CH:24][CH:25]=[CH:26][CH:27]=3)[OH:21])[CH:15]([CH2:14][N:11]3[CH2:12][CH2:13][CH:8]([C:5]4[CH:6]=[CH:7][C:2]([F:1])=[CH:3][CH:4]=4)[CH2:9][CH2:10]3)[CH2:16]2)=[O:39])[CH:31]=[CH:30]1. The product is CN1C=CC2=CC=CC(=C12)C(=O)N1CC(C(C1)C(O)C1=CC=CC=C1)CN1CCC(CC1)C1=CC=C(C=C1)F (1-(1-Methyl-7-indolecarbonyl)-3-(RS)-(4-(4-fluorophenyl)piperidinylmethyl)-4-(SR)-(phenylhydroxymethyl)pyrrolidine). The reactants are FC1=CC=C(C=C1)C1CCN(CC1)CC1CNCC1C(O)C1=CC=CC=C1 (3-(RS)-(4-(4-fluorophenyl)piperidinylmethyl)-4-(RS)-(phenylhydroxymethyl)pyrrolidine), CN1C=CC2=CC=CC(=C12)C(=O)O (1-methyl-7-indolecarboxylic acid). Reported procedure: The title compound was prepared from 3-(RS)-(4-(4-fluorophenyl)piperidinylmethyl)-4-(RS)-(phenylhydroxymethyl)pyrrolidine and 1-methyl-7-indolecarboxylic acid according to procedures described in Example 39. The crude product was purified by chromatography (silica, acetone:hexane=1:2) to give the separate diastereomers of the title compound. Reactants: C(C)(=O)C=1C=C(C=CC1)C=1N=C(SC1)CN1N=CC(=C1)C(=O)OCC (ethyl 1-{[4-(3-acetylphenyl)-1,3-thiazol-2-yl]methyl}-1H-pyrazole-4-carboxylate), [OH-].[Na+] (sodium hydroxide), Cl (hydrochloric acid). Run in [Cl-].[Na+].O (brine), C(C)O.O1CCCC1 (ethanol tetrahydrofuran). Reaction conditions: time 8 hour. The product is C(C)(=O)C=1C=C(C=CC1)C=1N=C(SC1)CN1N=CC(=C1)C(=O)O (1-{[4-(3-acetylphenyl)-1,3-thiazol-2-yl]methyl}-1H-pyrazole-4-carboxylic acid). Isolated yield 83.6%. As a reaction SMILES: [C:1]([C:4]1[CH:5]=[C:6]([C:10]2[N:11]=[C:12]([CH2:15][N:16]3[CH:20]=[C:19]([C:21]([O:23]CC)=[O:22])[CH:18]=[N:17]3)[S:13][CH:14]=2)[CH:7]=[CH:8][CH:9]=1)(=[O:3])[CH3:2].[OH-].[Na+].Cl>C(O)C.O1CCCC1.[Cl-].[Na+].O>[C:1]([C:4]1[CH:5]=[C:6]([C:10]2[N:11]=[C:12]([CH2:15][N:16]3[CH:20]=[C:19]([C:21]([OH:23])=[O:22])[CH:18]=[N:17]3)[S:13][CH:14]=2)[CH:7]=[CH:8][CH:9]=1)(=[O:3])[CH3:2] |f:1.2,4.5,6.7.8|. Procedure details: To a mixed solution of the compound (188 mg, 0.53 mmol) obtained in Example 30d in ethanol-tetrahydrofuran (v/v=2/1) was added 2N aqueous sodium hydroxide solution (1.5 mL, 3.0 mmol), and the mixture was stirred at room temperature overnight. The reaction mixture was neutralized with 1N aqueous hydrochloric acid solution, saturated brine was added, and the mixture was extracted with ethyl acetate. The obtained organic layer was washed with saturated brine, and dried over anhydrous sodium sulfate... Reactants: Brc1ccc(I)cc1, N#Cc1cccc(B(O)O)c1, [Na+], [Na+], O=C([O-])[O-], CN(C)C=O, c1ccc(P(c2ccccc2)(c2ccccc2)[Pd](P(c2ccccc2)(c2ccccc2)c2ccccc2)(P(c2ccccc2)(c2ccccc2)c2ccccc2)P(c2ccccc2)(c2ccccc2)c2ccccc2)cc1. Product: N#Cc1cccc(-c2ccc(Br)cc2)c1. Reaction SMILES: [Br:12][c:13]1[cH:14][cH:15][c:16]([I:19])[cH:17][cH:18]1.[C:1](#[N:2])[c:3]1[cH:4][c:5]([B:9]([OH:10])[OH:11])[cH:6][cH:7][cH:8]1.[Na+:20].[Na+:21].[O-:22][C:23](=[O:24])[O-:25].[O:26]=[CH:27][N:28]([CH3:29])[CH3:30].[cH:31]1[cH:32][cH:33][c:34]([P:35]([Pd:36]([P:37]([c:38]2[cH:39][cH:40][cH:41][cH:42][cH:43]2)([c:44]2[cH:45][cH:46][cH:47][cH:48][cH:49]2)[c:50]2[cH:51][cH:52][cH:53][cH:54][cH:55]2)([P:56]([c:57]2[cH:58][cH:59][cH:60][cH:61][cH:62]2)([c:63]2[cH:64][cH:65][cH:66][cH:67][cH:68]2)[c:69]2[cH:70][cH:71][cH:72][cH:73][cH:74]2)[P:75]([c:76]2[cH:77][cH:78][cH:79][cH:80][cH:81]2)([c:82]2[cH:83][cH:84][cH:85][cH:86][cH:87]2)[c:88]2[cH:89][cH:90][cH:91][cH:92][cH:93]2)([c:94]2[cH:95][cH:96][cH:97][cH:98][cH:99]2)[c:100]2[cH:101][cH:102][cH:103][cH:104][cH:105]2)[cH:106][cH:107]1>>[C:1](#[N:2])[c:3]1[cH:4][c:5](-[c:16]2[cH:15][cH:14][c:13]([Br:12])[cH:18][cH:17]2)[cH:6][cH:7][cH:8]1. The reactants are CC(=O)O (AcOH), N1CCCCC1 (Piperidine), COC1=C(C=C(C=O)C=C1)OCC#C (4-methoxy-3-propargyloxybenzaldehyde), C(=O)(O)CC(=O)NC1=C(C(=O)O)C=CC=C1 (2-[(carboxyacetyl)amino]benzoic acid). The solvent is C1(=CC=CC=C1)C (toluene). Product: COC=1C=C(C=CC1OCC#C)/C=C/C(=O)NC1=C(C(=O)O)C=CC=C1 ((E)-2-[[3-(3-methoxy-4-(prop-2-ynyloxy)phenyl)-1-oxo-2-propenyl]amino]benzoic acid). Isolated yield 63.5%. As a reaction SMILES: N1CCCCC1.[CH3:7][O:8][C:9]1[CH:16]=[CH:15][C:12](C=O)=[CH:11][C:10]=1[O:17][CH2:18][C:19]#[CH:20].[C:21]([CH2:24][C:25]([NH:27][C:28]1[CH:36]=[CH:35][CH:34]=[CH:33][C:29]=1[C:30]([OH:32])=[O:31])=[O:26])(O)=O.CC(O)=O>C1(C)C=CC=CC=1>[CH3:7][O:8][C:9]1[CH:16]=[C:15](/[CH:21]=[CH:24]/[C:25]([NH:27][C:28]2[CH:36]=[CH:35][CH:34]=[CH:33][C:29]=2[C:30]([OH:32])=[O:31])=[O:26])[CH:12]=[CH:11][C:10]=1[O:17][CH2:18][C:19]#[CH:20]. Reported procedure: Piperidine (0.70 mL, 7.1 mmol) was added to a suspension of 4-methoxy-3-propargyloxybenzaldehyde (1.34 g, 7.06 mmol) and 2-[(carboxyacetyl)amino]benzoic acid (1.50 g, 6.72 mmol) in toluene (5.0 mL) and treated according to Procedure 2, acidifying with 20% AcOH. The crude product was recrystallised from EtOH, filtered and washed with cooled EtOH to afford (E)-2-[[3-(3-methoxy-4-(prop-2-ynyloxy)phenyl)-1-oxo-2-propenyl]amino]benzoic acid (1.50 g, 64%) as a yellow crystalline solid; mp 183-185° C.;...